Dataset: the Open Reaction Database (ORD), a public repository of structured organic reaction records. Task: describe an organic reaction: reactants, conditions, products, and yield Starting materials: CC(=O)N1CCC(c2ccc(N)c(C3=CCCN(C(=O)OC(C)(C)C)C3)c2)CC1, C[Si](C)(C)CCOCn1cc(C#N)nc1C(=O)O, C[Si](C)(C)CCOCn1cc(C#N)nc1C(=O)[O-], CCN(C(C)C)C(C)C, ClCCl, [K+]. Product: CC(=O)N1CCC(c2ccc(NC(=O)c3nc(C#N)cn3COCC[Si](C)(C)C)c(C3=CCCN(C(=O)OC(C)(C)C)C3)c2)CC1. Reaction SMILES: [C:1]([CH3:2])([CH3:3])([CH3:4])[O:5][C:6](=[O:7])[N:8]1[CH2:9][CH2:10][CH:11]=[C:12]([c:14]2[c:15]([NH2:29])[cH:16][cH:17][c:18]([CH:20]3[CH2:21][CH2:22][N:23]([C:26]([CH3:27])=[O:28])[CH2:24][CH2:25]3)[cH:19]2)[CH2:13]1.[C:30](#[N:31])[c:32]1[n:33][c:34]([C:45](=[O:46])[OH:47])[n:35]([CH2:37][O:38][CH2:39][CH2:40][Si:41]([CH3:42])([CH3:43])[CH3:44])[cH:36]1.[C:49]([c:50]1[n:51][c:52]([C:53]([O-:54])=[O:55])[n:56]([CH2:57][O:58][CH2:59][CH2:60][Si:61]([CH3:62])([CH3:63])[CH3:64])[cH:65]1)#[N:66].[CH:67]([N:68]([CH2:69][CH3:70])[CH:71]([CH3:72])[CH3:73])([CH3:74])[CH3:75].[Cl:76][CH2:77][Cl:78].[K+:48]>>[C:1]([CH3:2])([CH3:3])([CH3:4])[O:5][C:6](=[O:7])[N:8]1[CH2:9][CH2:10][CH:11]=[C:12]([c:14]2[c:15]([NH:29][C:45]([c:34]3[n:33][c:32]([C:30]#[N:31])[cH:36][n:35]3[CH2:37][O:38][CH2:39][CH2:40][Si:41]([CH3:42])([CH3:43])[CH3:44])=[O:46])[cH:16][cH:17][c:18]([CH:20]3[CH2:21][CH2:22][N:23]([C:26]([CH3:27])=[O:28])[CH2:24][CH2:25]3)[cH:19]2)[CH2:13]1. Starting materials: [H-].[Li+] (lithium hydride), COC1=CC=C2N=CC(NC2=C1)=O (7-Methoxyquinoxalin-2(1H)-one), BrCCC(OC)OC (3-bromo-1,1-dimethoxypropane), [I-].[Na+] (sodium iodide). Run in CN(C=O)C (N,N-dimethylformamide), C(C)(=O)OCC (ethyl acetate). Conditions: time 40 minute. Product: COC(CCN1C(C=NC2=CC=C(C=C12)OC)=O)OC (1-(3,3-Dimethoxypropyl)-7-methoxyquinoxalin-2(1H)-one). The yield is 71.9%. Reaction SMILES: [CH3:1][O:2][C:3]1[CH:12]=[C:11]2[C:6]([N:7]=[CH:8][C:9](=[O:13])[NH:10]2)=[CH:5][CH:4]=1.[H-].[Li+].Br[CH2:17][CH2:18][CH:19]([O:22][CH3:23])[O:20][CH3:21].[I-].[Na+]>CN(C)C=O.C(OCC)(=O)C>[CH3:21][O:20][CH:19]([O:22][CH3:23])[CH2:18][CH2:17][N:10]1[C:11]2[C:6](=[CH:5][CH:4]=[C:3]([O:2][CH3:1])[CH:12]=2)[N:7]=[CH:8][C:9]1=[O:13] |f:1.2,4.5|. Reported procedure: 7-Methoxyquinoxalin-2(1H)-one (synthesized with reference to WO2009/1126; 4.13 g, 23.4 mmol) was dissolved in N,N-dimethylformamide (103 ml). The solution was cooled in an ice bath, lithium hydride (purity 90%, 248 mg, 28.1 mmol) was then added thereto and the mixture was stirred at room temperature for 40 minutes. The reaction solution was cooled in an ice bath again, 3-bromo-1,1-dimethoxypropane (3.78 ml, 28.1 mmol) and sodium iodide (4.21 g, 28.1 mmol) were added and then the mixture was stir... The yield is 81.9%. Run in CN(C)C=O (DMF). The reactants are FC1=C(C=CC(=C1)F)N1C=C(C(C2=CC(=C(C(=C12)F)F)F)=O)C(=O)O (1-(2,4-difluorophenyl)-6,7,8-trifluoro-1,4- dihydro-4-oxoquinoline-3-carboxylic acid), FC1=C2CNCC2=CC=C1 (4-fluoroisoindoline). Reported procedure: 180 mg of 1-(2,4-difluorophenyl)-6,7,8-trifluoro-1,4- dihydro-4-oxoquinoline-3-carboxylic acid, 210 mg of 4-fluoroisoindoline, and 1.5 ml of anhydrous DMF were processed in the same manner as in Example 20 to produce 196 mg of the target compound. Reaction SMILES: [F:1][C:2]1[CH:7]=[C:6]([F:8])[CH:5]=[CH:4][C:3]=1[N:9]1[C:18]2[C:13](=[CH:14][C:15]([F:21])=[C:16](F)[C:17]=2[F:19])[C:12](=[O:22])[C:11]([C:23]([OH:25])=[O:24])=[CH:10]1.[F:26][C:27]1[CH:35]=[CH:34][CH:33]=[C:32]2[C:28]=1[CH2:29][NH:30][CH2:31]2>CN(C=O)C>[F:26][C:27]1[CH:35]=[CH:34][CH:33]=[C:32]2[C:28]=1[CH2:29][N:30]([C:16]1[C:17]([F:19])=[C:18]3[C:13]([C:12](=[O:22])[C:11]([C:23]([OH:25])=[O:24])=[CH:10][N:9]3[C:3]3[CH:4]=[CH:5][C:6]([F:8])=[CH:7][C:2]=3[F:1])=[CH:14][C:15]=1[F:21])[CH2:31]2. Product: FC1=C2CN(CC2=CC=C1)C1=C(C=C2C(C(=CN(C2=C1F)C1=C(C=C(C=C1)F)F)C(=O)O)=O)F (7-(4-fluoro-2-isoindolinyl)-1-(2,4-difluorophenyl)-6,8- difluoro-1,4-dihydro-4-oxoquinoline-3-carboxylic acid). Reactants: [Mg] (magnesium), BrCCBr (1,2-dibromoethane), C(C)(C)(C)C=1C=C2C=C(CC2=C(C1)Br)C (5-tert-butyl-2-methyl-7-bromo-1H-indene), Cl[Si](C)(C)Cl (dichlorodimethylsilane), Grignard reagent. The solvent is C1CCOC1 (THF), C1CCOC1 (THF), C1CCOC1 (THF). Conditions: time 30 minute. Yields the product C(C)(C)(C)C=1C=C2C=C(CC2=C(C1)[Si](C)(C)Cl)C ((5-tert-Butyl-2-methyl-1H-inden-7-yl)(chloro)dimethylsilane). Reaction SMILES: [Mg].BrCCBr.[C:6]([C:10]1[CH:11]=[C:12]2[C:16](=[C:17](Br)[CH:18]=1)[CH2:15][C:14]([CH3:20])=[CH:13]2)([CH3:9])([CH3:8])[CH3:7].[Cl:21][Si:22](Cl)([CH3:24])[CH3:23]>C1COCC1>[C:6]([C:10]1[CH:11]=[C:12]2[C:16](=[C:17]([Si:22]([Cl:21])([CH3:24])[CH3:23])[CH:18]=1)[CH2:15][C:14]([CH3:20])=[CH:13]2)([CH3:9])([CH3:8])[CH3:7]. Reported procedure: To 6.68 g (0.278 mol) of magnesium turnings in 200 mL of dry THF 5.26 g (0.028 mol) of 1,2-dibromoethane was added dropwise for 30 minutes. This mixture was stirred for additional 30 minutes, and then a solution of 66.3 g (0.250 mol) of 5-tert-butyl-2-methyl-7-bromo-1H-indene in 900 mL of THF was added dropwise by vigorous stirring in such rate that the mixture is refluxed. Then, this mixture was additionally refluxed for 30 minutes. Further on, to a solution of 113 g (0.875 mol) of dichlorodime... Starting materials: CC1=NN(C(=N1)C)C1=NC(=CC(=C1)[C@H]1[C@@H](C1)C(=O)O)C (trans-2-(2-(3,5-dimethyl-1H-1,2,4-triazol-1-yl)-6-methylpyridin-4-yl)cyclopropanecarboxylic acid), CNC=1C(=CC=CC1)N (N1-methylbenzene-1,2-diamine), CCN=C=NCCCN(C)C.Cl (EDC.HCl), C=1C=CC2=C(C1)N=NN2O (HOBt), C(C)(C)N(CC)C(C)C (diisopropylethylamine). The solvent is O1CCCC1 (tetrahydrofuran). Conditions: time 8 hour. The product is CC1=NN(C(=N1)C)C1=NC(=CC(=C1)[C@H]1[C@@H](C1)C1=NC2=C(N1C)C=CC=C2)C (trans-2-(2-(2-(3,5-dimethyl-1H-1,2,4-triazol-1-yl)-6-methylpyridin-4-yl)cyclopropyl)-1-methyl-1H-benzo[d]imidazole). As a reaction SMILES: [CH3:1][C:2]1[N:6]=[C:5]([CH3:7])[N:4]([C:8]2[CH:13]=[C:12]([C@@H:14]3[CH2:16][C@H:15]3[C:17](O)=O)[CH:11]=[C:10]([CH3:20])[N:9]=2)[N:3]=1.[CH3:21][NH:22][C:23]1[C:24]([NH2:29])=[CH:25][CH:26]=[CH:27][CH:28]=1.CCN=C=NCCCN(C)C.Cl.C1C=CC2N(O)N=NC=2C=1.C(N(C(C)C)CC)(C)C>O1CCCC1>[CH3:1][C:2]1[N:6]=[C:5]([CH3:7])[N:4]([C:8]2[CH:13]=[C:12]([C@@H:14]3[CH2:16][C@H:15]3[C:17]3[N:22]([CH3:21])[C:23]4[CH:28]=[CH:27][CH:26]=[CH:25][C:24]=4[N:29]=3)[CH:11]=[C:10]([CH3:20])[N:9]=2)[N:3]=1 |f:2.3|. Procedure details: A mixture of trans-2-(2-(3,5-dimethyl-1H-1,2,4-triazol-1-yl)-6-methylpyridin-4-yl)cyclopropanecarboxylic acid (25-3) (45 mg, 0.165 mmol), N1-methylbenzene-1,2-diamine (28 mg, 0.231 mmol), EDC.HCl (47 mg, 0.248 mmol), HOBt (38 mg, 0.248 mmol), diisopropylethylamine (85 mg, 0.660 mmol), and tetrahydrofuran (3 mL) was stirred at room temperature overnight and evaporated. Acetic acid (3 mL) was added and the mixture was heated at 95° C. for 1 hour, cooled to room temperature, and evaporated. The res... Starting materials: NC1=NC=CC=C1O (2-amino-3-hydroxypyridine), ClC1=CC=CC=C1 (chlorobenzene), C(C)(=O)C1C(=O)OCC1 (2-Acetylbutyrolactone). Reagents/catalysts: O.C1(=CC=C(C=C1)S(=O)(=O)O)C (p-toluenesulfonic acid monohydrate). Solvent: O (water), O (water). Reaction conditions: temperature 125 celsius, time 18 hour. Yields the product OC1=CC=CN2C1=NC(=C(C2=O)CCO)C (9-hydroxy-3-(2-hydroxyethyl)-2-methyl-4H-pyrido[1,2-a]pyrimidin-4-one). Yield: 74.6%. RXN SMILES: [NH2:1][C:2]1[C:7]([OH:8])=[CH:6][CH:5]=[CH:4][N:3]=1.ClC1C=CC=CC=1.[C:16]([CH:19]1[CH2:24][CH2:23][O:22][C:20]1=[O:21])(=O)[CH3:17]>O.C1(C)C=CC(S(O)(=O)=O)=CC=1.O>[OH:8][C:7]1[C:2]2=[N:1][C:16]([CH3:17])=[C:19]([CH2:24][CH2:23][OH:22])[C:20](=[O:21])[N:3]2[CH:4]=[CH:5][CH:6]=1 |f:3.4|. Procedure: In a reaction vessel equipped with a dropping funnel and a reverse water-separator, 2-amino-3-hydroxypyridine (110.12 g; 1 mol) was added to chlorobenzene (1500 ml) at room temperature. 2-Acetylbutyrolactone (134.53 g; 1.05 mol) was added dropwise to this mixture from the dropping funnel while stirring. The dropping funnel was rinsed with chlorobenzene (250 ml) and the resulting solution was added dropwise to the previously obtained mixture. Next, p-toluenesulfonic acid monohydrate (5.7 g; 0.03 ... Starting materials: N1(CCOCC1)CCCN(CCCN1CCOCC1)CC=1C=CC(=C(C1)NC=1SC(=C(N1)C1=CC(=CC=C1)Cl)C(=O)N)[N+](=O)[O-] (2-(5-{[bis-(3-morpholin-4-yl-propyl)-amino]-methyl}-2-nitro-phenylamino)-4-(3-chloro-phenyl)-thiazole-5-carboxylic acid amide), O1CCCC1 (tetrahydrofuran), [Cl-].[NH4+] (ammonium chloride), C(OCC)(OCC)OCC (triethyl orthoformate). The reagents and catalysts are [Zn] (zinc). Run in C(C)(=O)O (acetic acid). Yields the product N1(CCOCC1)CCCN(CCCN1CCOCC1)CC=1C=CC2=C(N(C=N2)C=2SC(=C(N2)C2=CC(=CC=C2)Cl)C(=O)N)C1 (2-(6-{[bis-(3-morpholin-4-yl-propyl)-amino]-methyl}-benzoimidazol-1-yl)-4-(3-chloro-phenyl)-thiazole-5-carboxylic acid amide). RXN SMILES: [N:1]1([CH2:7][CH2:8][CH2:9][N:10]([CH2:20][C:21]2[CH:22]=[CH:23][C:24]([N+:43]([O-])=O)=[C:25]([NH:27][C:28]3[S:29][C:30]([C:40]([NH2:42])=[O:41])=[C:31]([C:33]4[CH:38]=[CH:37][CH:36]=[C:35]([Cl:39])[CH:34]=4)[N:32]=3)[CH:26]=2)[CH2:11][CH2:12][CH2:13][N:14]2[CH2:19][CH2:18][O:17][CH2:16][CH2:15]2)[CH2:6][CH2:5][O:4][CH2:3][CH2:2]1.O1CCC[CH2:47]1.[Cl-].[NH4+].C(OCC)(OCC)OCC>[Zn].C(O)(=O)C>[N:1]1([CH2:7][CH2:8][CH2:9][N:10]([CH2:20][C:21]2[CH:22]=[CH:23][C:24]3[N:43]=[CH:47][N:27]([C:28]4[S:29][C:30]([C:40]([NH2:42])=[O:41])=[C:31]([C:33]5[CH:38]=[CH:37][CH:36]=[C:35]([Cl:39])[CH:34]=5)[N:32]=4)[C:25]=3[CH:26]=2)[CH2:11][CH2:12][CH2:13][N:14]2[CH2:19][CH2:18][O:17][CH2:16][CH2:15]2)[CH2:6][CH2:5][O:4][CH2:3][CH2:2]1 |f:2.3|. Reported procedure: To a mixture of 0.150 g (0.23 mmole) of 2-(5-{[bis-(3-morpholin-4-yl-propyl)-amino]-methyl}-2-nitro-phenylamino)-4-(3-chloro-phenyl)-thiazole-5-carboxylic acid amide (VI.49a), 20 mL of tetrahydrofuran, and 20 mL of saturated ammonium chloride solution was added 0.089 g (1.38 mg-atom) of zinc powder. After 5 minutes the mixture was filtered and the filtrate partitioned between 50 mL of saturated ammonium chloride and 50 mL of tetrahydrofuran. The tetrahydrofuran layer was dried over anhydrous sod...